Dataset: the Open Reaction Database (ORD), a public repository of structured organic reaction records. Task: describe an organic reaction: reactants, conditions, products, and yield The reactants are BrC1=C(C=CC(=C1)N1N=NN=C1)CC(=O)O ([2-bromo-4-(1H-tetrazol-1-yl)phenyl]acetic acid), [Li+].[Cl-] (LiCl), C=C[Sn](CCCC)(CCCC)CCCC (CH2═CHSnBu3). Reagents/catalysts: C=1C=CC(=CC1)[P](C=2C=CC=CC2)(C=3C=CC=CC3)[Pd]([P](C=4C=CC=CC4)(C=5C=CC=CC5)C=6C=CC=CC6)([P](C=7C=CC=CC7)(C=8C=CC=CC8)C=9C=CC=CC9)[P](C=1C=CC=CC1)(C=1C=CC=CC1)C=1C=CC=CC1 (Pd(PPh3)4). Solvent: C1(=CC=CC=C1)C (toluene), CCOC(=O)C (EtOAc). Product: C(=C)C1=C(C=CC(=C1)N1N=NN=C1)CC(=O)O ([2-ethenyl-4-(1H-tetrazol-1-yl)phenyl]acetic acid). Reaction SMILES: Br[C:2]1[CH:7]=[C:6]([N:8]2[CH:12]=[N:11][N:10]=[N:9]2)[CH:5]=[CH:4][C:3]=1[CH2:13][C:14]([OH:16])=[O:15].[Li+].[Cl-].[CH2:19]=[CH:20][Sn](CCCC)(CCCC)CCCC>C1(C)C=CC=CC=1.CCOC(C)=O.C1C=CC([P]([Pd]([P](C2C=CC=CC=2)(C2C=CC=CC=2)C2C=CC=CC=2)([P](C2C=CC=CC=2)(C2C=CC=CC=2)C2C=CC=CC=2)[P](C2C=CC=CC=2)(C2C=CC=CC=2)C2C=CC=CC=2)(C2C=CC=CC=2)C2C=CC=CC=2)=CC=1>[CH:19]([C:2]1[CH:7]=[C:6]([N:8]2[CH:12]=[N:11][N:10]=[N:9]2)[CH:5]=[CH:4][C:3]=1[CH2:13][C:14]([OH:16])=[O:15])=[CH2:20] |f:1.2,^1:50,52,71,90|. Reported procedure: To a solution of [2-bromo-4-(1H-tetrazol-1-yl)phenyl]acetic acid (100 mg, 0.35 mmol) in 10 mL of toluene was added LiCl (44 mg, 1.05 mmol), Pd(PPh3)4(10 mg), CH2═CHSnBu3 (222 mg, 0.7 mmol), and the mixture was heated to reflux overnight. After the reaction was completed, the reaction solution was diluted with EtOAc and filtered. The filtrate was concentrated and purified by prep-TLC to give [2-ethenyl-4-(1H-tetrazol-1-yl)phenyl]acetic acid. The reactants are C(C)(=O)NCCN (N-acetylethylene-diamine), BrCC(=O)O (bromoacetic acid), O (water), [OH-].[Na+] (sodium hydroxide). Run at time 2 hour. Yields the product C(CNCC(=O)O)NCC(=O)O (ETHYLENEDIAMINEDIACETIC ACID). As a reaction SMILES: [C:1]([NH:4][CH2:5][CH2:6][NH2:7])(=O)[CH3:2].Br[CH2:9][C:10]([OH:12])=[O:11].[OH-:13].[Na+].[OH2:15]>>[CH2:6]([NH:7][CH2:9][C:10]([OH:12])=[O:11])[CH2:5][NH:4][CH2:1][C:2]([OH:15])=[O:13] |f:2.3|. Procedure details: Deionized water (60.6 g), 98% N-acetylethylene-diamine (20.4 g, 0.2 mole), and bromoacetic acid (55.7 g, 0.40 mole) were added to a reaction vessel and cooled in an ice-water bath. The pH of the mix was adjusted, while stirring, to approximately 8.1 with 25% sodium hydroxide solution. The temperature of the mix was maintained at less than 20° C. during the caustic addition. The ice-water bath was removed and the pH maintained between 7 and 8 by the addition of 25% sodium hydroxide solution. The ... Starting materials: CN(C)Cc1nccn1-c1ccc(N)c(F)c1, O=C(Nc1ccc(Cl)cc1)NC(C(=O)O)c1ccccc1F, O=P(Cl)(Cl)Cl, c1ccncc1. The product is CN(C)Cc1nccn1-c1ccc(NC(=O)C(NC(=O)Nc2ccc(Cl)cc2)c2ccccc2F)c(F)c1. As a reaction SMILES: [CH3:23][N:24]([CH3:25])[CH2:26][c:27]1[n:28](-[c:32]2[cH:33][c:34]([F:39])[c:35]([NH2:38])[cH:36][cH:37]2)[cH:29][cH:30][n:31]1.[F:1][c:2]1[c:3]([CH:8]([C:9](=[O:10])[OH:11])[NH:12][C:13](=[O:14])[NH:15][c:16]2[cH:17][cH:18][c:19]([Cl:22])[cH:20][cH:21]2)[cH:4][cH:5][cH:6][cH:7]1.[P:40]([Cl:41])([Cl:42])([Cl:43])=[O:44].[cH:45]1[cH:46][cH:47][n:48][cH:49][cH:50]1>>[F:1][c:2]1[c:3]([CH:8]([C:9](=[O:11])[NH:38][c:35]2[c:34]([F:39])[cH:33][c:32](-[n:28]3[c:27]([CH2:26][N:24]([CH3:23])[CH3:25])[n:31][cH:30][cH:29]3)[cH:37][cH:36]2)[NH:12][C:13](=[O:14])[NH:15][c:16]2[cH:17][cH:18][c:19]([Cl:22])[cH:20][cH:21]2)[cH:4][cH:5][cH:6][cH:7]1. Starting materials: O (water), C1CCOC1 (THF), C(=O)(N1C=NC=C1)N1C=NC=C1 (1,1′-carbonyldiimidazole), ClC1=NC2=CC=CC=C2C(=C1N)NCC1CCOCC1 (2-chloro-N4-(tetrahydro-2H-pyran-4-ylmethyl)quinoline-3,4-diamine). Run in N1=CC=CC=C1 (pyridine). Reaction conditions: temperature 90 celsius, time 30 minute. Product: ClC1=NC=2C=CC=CC2C2=C1N=C(N2CC2CCOCC2)O (4-chloro-1-(tetrahydro-2H-pyran-4-ylmethyl)-1H-imidazo[4,5-c]quinolin-2-ol). RXN SMILES: C1C[O:4][CH2:3]C1.C(N1C=CN=C1)(N1C=CN=C1)=O.[Cl:18][C:19]1[C:28]([NH2:29])=[C:27]([NH:30][CH2:31][CH:32]2[CH2:37][CH2:36][O:35][CH2:34][CH2:33]2)[C:26]2[C:21](=[CH:22][CH:23]=[CH:24][CH:25]=2)[N:20]=1.O>N1C=CC=CC=1>[Cl:18][C:19]1[C:28]2[N:29]=[C:3]([OH:4])[N:30]([CH2:31][CH:32]3[CH2:37][CH2:36][O:35][CH2:34][CH2:33]3)[C:27]=2[C:26]2[CH:25]=[CH:24][CH:23]=[CH:22][C:21]=2[N:20]=1. Procedure: THF (50 mL) and 1,1′-carbonyldiimidazole (4.2 g, 26 mmol) were sequentially added to a solution of 2-chloro-N4-(tetrahydro-2H-pyran-4-ylmethyl)quinoline-3,4-diamine (5 g, 17 mmol) in pyridine (50 mL), and the reaction was heated at 90° C. overnight. The reaction was cooled to approximately 0° C., and water (400 mL) was added. The mixture was stirred for 30 minutes. A precipitate was present and was isolated by filtration and washed with water and diethyl ether to provide 4 g of 4-chloro-1-(tetra... Starting materials: O=Cc1ccccc1Br, O=C([O-])[O-], Cc1ccccc1, OB(O)c1ccc(Cl)cc1, [Na+], [Na+], O, c1ccc(P(c2ccccc2)(c2ccccc2)[Pd](P(c2ccccc2)(c2ccccc2)c2ccccc2)(P(c2ccccc2)(c2ccccc2)c2ccccc2)P(c2ccccc2)(c2ccccc2)c2ccccc2)cc1. Yields the product O=Cc1ccccc1-c1ccc(Cl)cc1. As a reaction SMILES: [Br:1][c:2]1[c:3]([CH:4]=[O:5])[cH:6][cH:7][cH:8][cH:9]1.[C:20](=[O:21])([O-:22])[O-:23].[CH3:26][c:27]1[cH:28][cH:29][cH:30][cH:31][cH:32]1.[Cl:10][c:11]1[cH:12][cH:13][c:14]([B:17]([OH:18])[OH:19])[cH:15][cH:16]1.[Na+:24].[Na+:25].[OH2:33].[cH:34]1[cH:35][cH:36][c:37]([P:38]([Pd:39]([P:40]([c:41]2[cH:42][cH:43][cH:44][cH:45][cH:46]2)([c:47]2[cH:48][cH:49][cH:50][cH:51][cH:52]2)[c:53]2[cH:54][cH:55][cH:56][cH:57][cH:58]2)([P:59]([c:60]2[cH:61][cH:62][cH:63][cH:64][cH:65]2)([c:66]2[cH:67][cH:68][cH:69][cH:70][cH:71]2)[c:72]2[cH:73][cH:74][cH:75][cH:76][cH:77]2)[P:78]([c:79]2[cH:80][cH:81][cH:82][cH:83][cH:84]2)([c:85]2[cH:86][cH:87][cH:88][cH:89][cH:90]2)[c:91]2[cH:92][cH:93][cH:94][cH:95][cH:96]2)([c:97]2[cH:98][cH:99][cH:100][cH:101][cH:102]2)[c:103]2[cH:104][cH:105][cH:106][cH:107][cH:108]2)[cH:109][cH:110]1>>[c:2]1(-[c:14]2[cH:13][cH:12][c:11]([Cl:10])[cH:16][cH:15]2)[c:3]([CH:4]=[O:5])[cH:6][cH:7][cH:8][cH:9]1. The yield is 47.0%. As a reaction SMILES: [NH2:1][C:2]1[CH:3]=[CH:4][C:5]([O:8][C:9]2[CH:10]=[C:11]([CH:16]=[CH:17][CH:18]=2)[C:12]([O:14][CH3:15])=[O:13])=[N:6][CH:7]=1.[S-:19][C:20]#[N:21].[K+].BrBr>C(O)(=O)C>[NH2:21][C:20]1[S:19][C:7]2[C:2]([N:1]=1)=[CH:3][CH:4]=[C:5]([O:8][C:9]1[CH:10]=[C:11]([CH:16]=[CH:17][CH:18]=1)[C:12]([O:14][CH3:15])=[O:13])[N:6]=2 |f:1.2|. The product is NC=1SC2=NC(=CC=C2N1)OC=1C=C(C(=O)OC)C=CC1 (methyl 3-[(2-amino[1,3]thiazolo[5,4-b]pyridin-5-yl)oxy]benzoate). Run in C(C)(=O)O (acetic acid). Procedure: In the same manner as in Example 98 and using methyl 3-[(5-aminopyridin-2-yl)oxy]benzoate (12.5 g, 51.2 mmol), potassium thiocyanate (34.8 g, 358 mmol), bromine (8.2 mL) and acetic acid (125 mL) as starting materials, the title compound (7.25 g, 47%) was obtained as a yellow solid. The reactants are NC=1C=CC(=NC1)OC=1C=C(C(=O)OC)C=CC1 (methyl 3-[(5-aminopyridin-2-yl)oxy]benzoate), [S-]C#N.[K+] (potassium thiocyanate), BrBr (bromine).